This data is from the Open Reaction Database (ORD), a public repository of structured organic reaction records. The task is: describe an organic reaction: reactants, conditions, products, and yield Starting materials: CCCCC1(CC)CS(=O)(=O)c2ccc(N(C)C)cc2C(c2cccc(NC(=O)COCCOCC(=O)O)c2)C1O, CCN=C=NCCCN(C)C, CN(C)C=O, Cl, COc1ccc(C2C(CCC(O)c3ccc(F)cc3)C(=O)N2c2ccc(CN)cc2)cc1, On1nnc2ccccc21. Yields the product CCCCC1(CC)CS(=O)(=O)c2ccc(N(C)C)cc2C(c2cccc(NC(=O)COCCOCC(=O)NCc3ccc(N4C(=O)C(CCC(O)c5ccc(F)cc5)C4c4ccc(OC)cc4)cc3)c2)C1O. As a reaction SMILES: [CH2:1]([CH2:2][CH2:3][CH3:4])[C:5]1([CH2:40][CH3:41])[CH:6]([OH:39])[CH:7]([c:21]2[cH:22][c:23]([NH:27][C:28](=[O:29])[CH2:30][O:31][CH2:32][CH2:33][O:34][CH2:35][C:36](=[O:37])[OH:38])[cH:24][cH:25][cH:26]2)[c:8]2[c:9]([cH:14][cH:15][c:16]([N:18]([CH3:19])[CH3:20])[cH:17]2)[S:10](=[O:12])(=[O:13])[CH2:11]1.[CH2:85]([N:86]=[C:87]=[N:88][CH2:89][CH2:90][CH2:91][N:92]([CH3:93])[CH3:94])[CH3:95].[CH3:96][N:97]([CH3:98])[CH:99]=[O:100].[ClH:84].[NH2:42][CH2:43][c:44]1[cH:45][cH:46][c:47]([N:50]2[C:51](=[O:73])[CH:52]([CH2:62][CH2:63][CH:64]([OH:65])[c:66]3[cH:67][cH:68][c:69]([F:72])[cH:70][cH:71]3)[CH:53]2[c:54]2[cH:55][cH:56][c:57]([O:60][CH3:61])[cH:58][cH:59]2)[cH:48][cH:49]1.[OH:74][n:75]1[c:76]2[cH:77][cH:78][cH:79][cH:80][c:81]2[n:82][n:83]1>>[CH2:1]([CH2:2][CH2:3][CH3:4])[C:5]1([CH2:40][CH3:41])[CH:6]([OH:39])[CH:7]([c:21]2[cH:22][c:23]([NH:27][C:28](=[O:29])[CH2:30][O:31][CH2:32][CH2:33][O:34][CH2:35][C:36](=[O:37])[NH:42][CH2:43][c:44]3[cH:45][cH:46][c:47]([N:50]4[C:51](=[O:73])[CH:52]([CH2:62][CH2:63][CH:64]([OH:65])[c:66]5[cH:67][cH:68][c:69]([F:72])[cH:70][cH:71]5)[CH:53]4[c:54]4[cH:55][cH:56][c:57]([O:60][CH3:61])[cH:58][cH:59]4)[cH:48][cH:49]3)[cH:24][cH:25][cH:26]2)[c:8]2[c:9]([cH:14][cH:15][c:16]([N:18]([CH3:19])[CH3:20])[cH:17]2)[S:10](=[O:12])(=[O:13])[CH2:11]1. Reactants: C1(CCCCC1)P(C1=C(C=CC=C1)C1=C(C=C(C=C1C(C)C)C(C)C)C(C)C)C1CCCCC1 (dicyclohexyl(2′,4′,6′-triisopropylbiphenyl-2-yl)phosphine), ClC1=C(C(=NC2=CC(=CC(=C12)F)F)C1=NC=CC(=C1)Cl)C (4-chloro-2-(4-chloropyridin-2-yl)-5,7-difluoro-3-methylquinoline), vinyl boronic acid MIDA ester, CC(C)([O-])C.[Na+] (sodium tert-butoxide). Reagents/catalysts: C=1C=CC(=CC1)/C=C/C(=O)/C=C/C2=CC=CC=C2.C=1C=CC(=CC1)/C=C/C(=O)/C=C/C2=CC=CC=C2.C=1C=CC(=CC1)/C=C/C(=O)/C=C/C2=CC=CC=C2.[Pd].[Pd] (Pd2dba3). The solvent is C1(=CC=CC=C1)C (toluene). Reaction conditions: temperature 100 celsius, time 76 hour. Product: ClC1=C(C(=NC2=CC(=CC(=C12)F)F)C1=NC=CC(=C1)C=C)C (4-chloro-5,7-difluoro-3-methyl-2-(4-vinylpyridin-2-yl)quinoline). RXN SMILES: [CH:1]1(P(C2CCCCC2)C2C=CC=CC=2C2C(C(C)C)=CC(C(C)C)=CC=2C(C)C)CCCC[CH2:2]1.[Cl:35][C:36]1[C:45]2[C:40](=[CH:41][C:42]([F:47])=[CH:43][C:44]=2[F:46])[N:39]=[C:38]([C:48]2[CH:53]=[C:52](Cl)[CH:51]=[CH:50][N:49]=2)[C:37]=1[CH3:55].CC(C)([O-])C.[Na+]>C1(C)C=CC=CC=1.C1C=CC(/C=C/C(/C=C/C2C=CC=CC=2)=O)=CC=1.C1C=CC(/C=C/C(/C=C/C2C=CC=CC=2)=O)=CC=1.C1C=CC(/C=C/C(/C=C/C2C=CC=CC=2)=O)=CC=1.[Pd].[Pd]>[Cl:35][C:36]1[C:45]2[C:40](=[CH:41][C:42]([F:47])=[CH:43][C:44]=2[F:46])[N:39]=[C:38]([C:48]2[CH:53]=[C:52]([CH:1]=[CH2:2])[CH:51]=[CH:50][N:49]=2)[C:37]=1[CH3:55] |f:2.3,5.6.7.8.9|. Procedure: To a stirred solution of dicyclohexyl(2′,4′,6′-triisopropylbiphenyl-2-yl)phosphine (0.023 g, 0.049 mmol), 4-chloro-2-(4-chloropyridin-2-yl)-5,7-difluoro-3-methylquinoline (0.10 g, 0.31 mmol), vinyl boronic acid MIDA ester (0.056 g, 0.31 mmol) and Pd2dba3 (0.011 g, 0.012 mmol) in toluene (3.1 mL) was added sodium tert-butoxide (0.074 g, 0.77 mmol). The reaction mixture was heated to 100° C. and stirring continued for 76 h. The crude product was purified by column chromatography on silica gel (0 t... Reactants: N1=CC=CC=C1 (pyridine), C1CCOC1 (THF), OCC(C)=O (hydroxyacetone), C(C1=CC=CC=C1)(=O)Cl (benzoyl chloride). The solvent is C(C)(=O)OCC (ethyl acetate). Conditions: time 43 hour. Yields the product C(C1=CC=CC=C1)(=O)OCC(C)=O (2-oxopropyl benzoate). Isolated yield 87.8%. As a reaction SMILES: N1C=CC=CC=1.C1COCC1.[OH:12][CH2:13][C:14](=[O:16])[CH3:15].[C:17](Cl)(=[O:24])[C:18]1[CH:23]=[CH:22][CH:21]=[CH:20][CH:19]=1>C(OCC)(=O)C>[C:17]([O:12][CH2:13][C:14](=[O:16])[CH3:15])(=[O:24])[C:18]1[CH:23]=[CH:22][CH:21]=[CH:20][CH:19]=1. Reported procedure: To a pyridine (25 ml) and THF (10 ml) solution of hydroxyacetone (5 g, 67.5 mmol), benzoyl chloride (12 ml, 103 mmol) was added dropwise at 0° C. in a nitrogen atmosphere and the mixture was stirred for 43 hours at room temperature. Ice was added to the reaction mixture, which was then diluted with ethyl acetate. The organic layer was washed with 1N hydrochloric acid, water, and a saline solution, dried over anhydrous sodium sulfate, and concentrated. The obtained crude product was purified by s... Starting materials: C[C@@H]1N(CCCC1)C1=C(C=C(C(=O)O)C=C1)C(F)(F)F (4-[(2S)-2-methylpiperidin-1-yl]-3-(trifluoromethyl)benzoic acid), ON=C(N)C1=CC2=C(NC=N2)C=C1 (N′-hydroxy-1H-benzimidazole-5-carboximidamide). Yields the product C[C@@H]1N(CCCC1)C1=C(C=C(C=C1)C1=NC(=NO1)C1=CC2=C(NC=N2)C=C1)C(F)(F)F (5-{5-[4-[(2S)-2-methylpiperidin-1-yl]-3-(trifluoromethyl)phenyl]-1,2,4-oxadiazol-3-yl}-1H-benzimidazole). RXN SMILES: [CH3:1][C@H:2]1[CH2:7][CH2:6][CH2:5][CH2:4][N:3]1[C:8]1[CH:16]=[CH:15][C:11]([C:12]([OH:14])=O)=[CH:10][C:9]=1[C:17]([F:20])([F:19])[F:18].O[N:22]=[C:23]([C:25]1[CH:33]=[CH:32][C:28]2[NH:29][CH:30]=[N:31][C:27]=2[CH:26]=1)[NH2:24]>>[CH3:1][C@H:2]1[CH2:7][CH2:6][CH2:5][CH2:4][N:3]1[C:8]1[CH:16]=[CH:15][C:11]([C:12]2[O:14][N:22]=[C:23]([C:25]3[CH:33]=[CH:32][C:28]4[NH:29][CH:30]=[N:31][C:27]=4[CH:26]=3)[N:24]=2)=[CH:10][C:9]=1[C:17]([F:19])([F:18])[F:20]. Reported procedure: Title compound was prepared following general procedure 3 starting from Intermediate 27 (300 mg; 1.04 mmol; 1 eq.), and Intermediate 1 (183.98 mg; 1.04 mmol; 1 eq.). After evaporation of the solvents, the solid residue was triturated with ACN, filtered and dried under vacuum to give the title compound as an off-white solid. 1H NMR (DMSO-d5) δ 12.78 (br m, 1H), 8.50-8.26 (m, 2H), 8.04-7.68 (m, 3H), 3.16 (m, 1H), 3.02-2.90 (m, 1H), 2.69-2.55 (m, 1H), 1.87-1.20 (m, 6H), 0.78 (d, J=6.1 Hz, 3H). HPLC...